This data is from the Open Reaction Database (ORD), a public repository of structured organic reaction records. The task is: describe an organic reaction: reactants, conditions, products, and yield Starting materials: O1CCCC=C1 (dihydropyran), Cl.NCCCCC(=O)OC (methyl 5-aminopentanate hydrochloride), ClC1=CC=C(C=C1)S(=O)(=O)NC(C(=O)O)CO ((RS)-2-(4-chlorobenzenesulfonylamino)-3-hydroxypropanoic acid). Yields the product ClC1=CC=C(C=C1)S(=O)(=O)NC(C(=O)NCCCCC(=O)OC)COC1OCCCC1 ((RS)-2-(4-chlorobenzenesulfonylamino)-N-(4-methoxycarbonylbutyl)-3-(tetrahydropyran-2-yloxy)propanamide). As a reaction SMILES: [O:1]1[CH:6]=[CH:5][CH2:4][CH2:3][CH2:2]1.Cl.[NH2:8][CH2:9][CH2:10][CH2:11][CH2:12][C:13]([O:15][CH3:16])=[O:14].[Cl:17][C:18]1[CH:23]=[CH:22][C:21]([S:24]([NH:27][CH:28]([CH2:32][OH:33])[C:29](O)=[O:30])(=[O:26])=[O:25])=[CH:20][CH:19]=1>>[Cl:17][C:18]1[CH:19]=[CH:20][C:21]([S:24]([NH:27][CH:28]([CH2:32][O:33][CH:6]2[CH2:5][CH2:4][CH2:3][CH2:2][O:1]2)[C:29]([NH:8][CH2:9][CH2:10][CH2:11][CH2:12][C:13]([O:15][CH3:16])=[O:14])=[O:30])(=[O:25])=[O:26])=[CH:22][CH:23]=1 |f:1.2|. Reported procedure: The procedure described in Example 1 was repeated, except that dihydropyran (2.9 ml) and methyl 5-aminopentanate hydrochloride (2.158 g) were successively reacted with (RS)-2-(4-chlorobenzenesulfonylamino)-3-hydroxypropanoic acid (3 g) to obtain (RS)-2-(4-chlorobenzenesulfonylamino)-N-(4-methoxycarbonylbutyl)-3-(tetrahydropyran-2-yloxy)propanamide (2.059 g).